Dataset: the Open Reaction Database (ORD), a public repository of structured organic reaction records. Task: describe an organic reaction: reactants, conditions, products, and yield Reactants: C1(CCCCC1)C(C(=O)O)N1C(=NC2=C1C=C(C(=C2)F)F)C=2C(=NC(=CC2)OC)OC (cyclohexyl-[2-(2,6-dimethoxy-pyridin-3-yl)-5,6-difluoro-benzoimidazol-1-yl]-acetic acid), NC1=C(C=C(C#N)C=C1)C(F)(F)F (4-amino-3-trifluoromethylbenzonitrile). The product is C(#N)C1=CC(=C(C=C1)NC(C(N1C(=NC2=C1C=C(C(=C2)F)F)C=2C(=NC(=CC2)OC)OC)C2CCCCC2)=O)C(F)(F)F (N-(4-Cyano-2-trifluoromethyl-phenyl)-2-cyclohexyl-2-[2-(2,6-dimethoxy-pyridin-3-yl)-5,6-difluoro-benzoimidazol-1-yl]-acetamide). Reaction SMILES: [CH:1]1([CH:7]([N:11]2[C:15]3[CH:16]=[C:17]([F:21])[C:18]([F:20])=[CH:19][C:14]=3[N:13]=[C:12]2[C:22]2[C:23]([O:30][CH3:31])=[N:24][C:25]([O:28][CH3:29])=[CH:26][CH:27]=2)[C:8]([OH:10])=O)[CH2:6][CH2:5][CH2:4][CH2:3][CH2:2]1.[NH2:32][C:33]1[CH:40]=[CH:39][C:36]([C:37]#[N:38])=[CH:35][C:34]=1[C:41]([F:44])([F:43])[F:42]>>[C:37]([C:36]1[CH:39]=[CH:40][C:33]([NH:32][C:8](=[O:10])[CH:7]([CH:1]2[CH2:6][CH2:5][CH2:4][CH2:3][CH2:2]2)[N:11]2[C:15]3[CH:16]=[C:17]([F:21])[C:18]([F:20])=[CH:19][C:14]=3[N:13]=[C:12]2[C:22]2[C:23]([O:30][CH3:31])=[N:24][C:25]([O:28][CH3:29])=[CH:26][CH:27]=2)=[C:34]([C:41]([F:42])([F:43])[F:44])[CH:35]=1)#[N:38]. Procedure details: The title compound was prepared in analogy to example 22, int. d) from cyclohexyl-[2-(2,6-dimethoxy-pyridin-3-yl)-5,6-difluoro-benzoimidazol-1-yl]-acetic acid and 4-amino-3-trifluoromethylbenzonitrile. The crude product was purified on a preparative HPLC system (Phenomenex Gemini column) using a gradient of acetonitrile and water (containing 0.5% formic acid). Light brown foam (19%). MS (TS) (M+H+)+: 600.3. Reactants: CC(C)(C)OC(=O)c1ccc(Cn2ccc3cnc(C#CCn4ccnn4)cc3c2=O)cc1, O=C(O)C(F)(F)F. The product is O=C(O)c1ccc(Cn2ccc3cnc(C#CCn4ccnn4)cc3c2=O)cc1. As a reaction SMILES: [C:1]([CH3:2])([CH3:3])([CH3:4])[O:5][C:6]([c:7]1[cH:8][cH:9][c:10]([CH2:13][n:14]2[c:15](=[O:32])[c:16]3[cH:17][c:18]([C:24]#[C:25][CH2:26][n:27]4[n:28][n:29][cH:30][cH:31]4)[n:19][cH:20][c:21]3[cH:22][cH:23]2)[cH:11][cH:12]1)=[O:33].[OH:34][C:35]([C:36]([F:37])([F:38])[F:39])=[O:40]>>[O:5]=[C:6]([c:7]1[cH:8][cH:9][c:10]([CH2:13][n:14]2[c:15](=[O:32])[c:16]3[cH:17][c:18]([C:24]#[C:25][CH2:26][n:27]4[n:28][n:29][cH:30][cH:31]4)[n:19][cH:20][c:21]3[cH:22][cH:23]2)[cH:11][cH:12]1)[OH:33]. Starting materials: C(C)(=O)NC=1C=C(C=C(C1)C(=O)OC)NC1=NC=CC=C1N (2-[3-acetylamino-5-methoxycarbonylphenylamino]-3-aminopyridine), N1=CC(=CC=C1)CC(C(=O)O)=O (3-(3-pyridyl)pyruvic acid). Run in CO (methanol). Product: C(C)(=O)NC=1C=C(C=C(C1)C(=O)OC)N1C2=C(N=C(C1=O)CC=1C=NC=CC1)C=CC=N2 (4-(3-acetylamino-5-methoxycarbonylphenyl)-2-(3-pyridylmethyl)-3-oxo-3,4-dihydropyrido[2,3-b]pyrazine). Isolated yield 70.6%. RXN SMILES: [C:1]([NH:4][C:5]1[CH:6]=[C:7]([NH:15][C:16]2[C:21]([NH2:22])=[CH:20][CH:19]=[CH:18][N:17]=2)[CH:8]=[C:9]([C:11]([O:13][CH3:14])=[O:12])[CH:10]=1)(=[O:3])[CH3:2].[N:23]1[CH:28]=[CH:27][CH:26]=[C:25]([CH2:29][C:30](=O)[C:31](O)=[O:32])[CH:24]=1>CO>[C:1]([NH:4][C:5]1[CH:6]=[C:7]([N:15]2[C:31](=[O:32])[C:30]([CH2:29][C:25]3[CH:24]=[N:23][CH:28]=[CH:27][CH:26]=3)=[N:22][C:21]3[CH:20]=[CH:19][CH:18]=[N:17][C:16]2=3)[CH:8]=[C:9]([C:11]([O:13][CH3:14])=[O:12])[CH:10]=1)(=[O:3])[CH3:2]. Procedure details: A mixtue of 2-[3-acetylamino-5-methoxycarbonylphenylamino]-3-aminopyridine (1.07 g) and 3-(3-pyridyl)pyruvic acid (0.65 g) in methanol (15 ml) was stirred under reflux for 5 hours. The precipitate was collected and washed with methanol to give 4-(3-acetylamino-5-methoxycarbonylphenyl)-2-(3-pyridylmethyl)-3-oxo-3,4-dihydropyrido[2,3-b]pyrazine (1.08 g). Starting materials: [OH-].[Na+] (NaOH), solution, C(CC(O)(C(=O)O)CC(=O)O)(=O)O (citric acid), OC[C@H](O)[C@@H](O)[C@H](O)[C@H](O)CO (sorbitol), Ti, O.C(CC(O)(C(=O)O)CC(=O)O)(=O)O (Citric acid monohydrate), OC[C@H](O)[C@@H](O)[C@H](O)[C@H](O)CO (sorbitol), Cl[Ti](Cl)(Cl)Cl (TiCl4), [Ti] (titanium). The solvent is O (water). Conditions: time 32 minute. Product: Cl[Ti](Cl)(Cl)Cl.C(CC(O)(C(=O)O)CC(=O)O)(=O)O.OC[C@H](O)[C@@H](O)[C@H](O)[C@H](O)CO (TiCl4 Citric Acid Sorbitol). Reaction SMILES: O.[C:2]([OH:14])(=[O:13])[CH2:3][C:4]([CH2:9][C:10]([OH:12])=[O:11])([C:6]([OH:8])=[O:7])[OH:5].[OH:15][CH2:16][C@@H:17]([C@H:19]([C@@H:21]([C@@H:23]([CH2:25][OH:26])[OH:24])[OH:22])[OH:20])[OH:18].[Cl:27][Ti:28]([Cl:31])([Cl:30])[Cl:29].[OH-].[Na+].[Ti].C(O)(=O)CC(CC(O)=O)(C(O)=O)O>O>[Cl:27][Ti:28]([Cl:31])([Cl:30])[Cl:29].[C:2]([OH:14])(=[O:13])[CH2:3][C:4]([CH2:9][C:10]([OH:12])=[O:11])([C:6]([OH:8])=[O:7])[OH:5].[OH:26][CH2:25][C@@H:23]([C@H:21]([C@@H:19]([C@@H:17]([CH2:16][OH:15])[OH:18])[OH:20])[OH:22])[OH:24] |f:0.1,4.5,9.10.11|. Procedure: Citric acid monohydrate (945 g) and sorbitol (819 g) were dissolved in deionized water (1620 g) and swept slowly with nitrogen. At 22-24°, TiCl4 (855 g) was added dropwise over a two hour and eight minute period, and stirring was continued at 25° for an additional 32 minutes. Aqueous NaOH (4033 g of a 30.3% solution) was added dropwise at 21-28° over a period of about five hours resulting in a pH of 7.5. The product was an aqueous solution which weighed 8240 g and contained 2.62% by weight of ti... Starting materials: [OH-].[K+] (potassium hydroxide), OC1=CC=C(C=C1)C1=CC=C(C=C1)O (4,4′-dihydroxybiphenyl), BrCCCCCCCC (1-bromooctane). Solvent: C(C)O (ethanol). The product is C(CCCCCCC)OC1=CC=C(C=C1)C1=CC=C(C=C1)OCCCCCCCC (4,4′-dioctyloxybiphenyl). The yield is 170.0%. RXN SMILES: [OH:1][C:2]1[CH:7]=[CH:6][C:5]([C:8]2[CH:13]=[CH:12][C:11]([OH:14])=[CH:10][CH:9]=2)=[CH:4][CH:3]=1.[OH-].[K+].Br[CH2:18][CH2:19][CH2:20][CH2:21][CH2:22][CH2:23][CH2:24][CH3:25]>C(O)C>[CH2:18]([O:1][C:2]1[CH:3]=[CH:4][C:5]([C:8]2[CH:13]=[CH:12][C:11]([O:14][CH2:6][CH2:7][CH2:2][CH2:3][CH2:4][CH2:5][CH2:8][CH3:9])=[CH:10][CH:9]=2)=[CH:6][CH:7]=1)[CH2:19][CH2:20][CH2:21][CH2:22][CH2:23][CH2:24][CH3:25] |f:1.2|. Procedure: 56 g of 4,4′-dihydroxybiphenyl was dissolved in 500 g ethanol. To this solution was added 40 g of potassium hydroxide, and the mixture was reacted. Next, this solution was heated, and 128 g of 1-bromooctane was dropped at 70° C., and subsequently, the mixture was reacted at 70° C. for 7 hours. The reaction was performed under a nitrogen atmosphere. After the reaction, this solution was cooled, and the generated precipitate was filtrated to recover. Next, this precipitate was washed with 500 ml o... Reactants: C1OC=2C=C(CCN)C=CC2O1 (3,4-methylenedioxyphenethylamine), ClC=1C2=C(N=C(N1)C1=CC=NO1)SC(=C2)Cl (4-chloro-2-(isoxazol-5-yl)-6-chloro-thieno-[2,3-d]-pyrimidine). Yields the product O1N=CC=C1C=1N=C(C2=C(N1)SC(=C2)Cl)NCCC2=CC1=C(C=C2)OCO1 (2-(isoxazol-5-yl)-4-(3,4-methylenedioxyphenethylamino)-6-chloro-thieno-[2,3-d]-pyrimidine). RXN SMILES: [CH2:1]1[O:12][C:11]2[CH:10]=[CH:9][C:5]([CH2:6][CH2:7][NH2:8])=[CH:4][C:3]=2[O:2]1.Cl[C:14]1[C:15]2[CH:27]=[C:26]([Cl:28])[S:25][C:16]=2[N:17]=[C:18]([C:20]2[O:24][N:23]=[CH:22][CH:21]=2)[N:19]=1>>[O:24]1[C:20]([C:18]2[N:19]=[C:14]([NH:8][CH2:7][CH2:6][C:5]3[CH:9]=[CH:10][C:11]4[O:12][CH2:1][O:2][C:3]=4[CH:4]=3)[C:15]3[CH:27]=[C:26]([Cl:28])[S:25][C:16]=3[N:17]=2)=[CH:21][CH:22]=[N:23]1. Reported procedure: With the procedure of Example 1, the reaction of 3,4-methylenedioxyphenethylamine with 4-chloro-2-(isoxazol-5-yl)-6-chloro-thieno-[2,3-d]-pyrimidine yields 2-(isoxazol-5-yl)-4-(3,4-methylenedioxyphenethylamino)-6-chloro-thieno-[2,3-d]-pyrimidine. Reactants: C(C)OP(=O)(OCC)CC(=O)OC(C)(C)C (t-butyl diethylphosphonoacetate), C1CCOC1 (THF), BrC1=CC=C(C=O)C=C1 (4-bromobenzaldehyde), C1CCOC1 (THF), [NH4+].[Cl-] (NH4Cl), [H-].[Na+] (NaH), C1CCOC1 (THF). Run in CC(C)(C)OC (MTBE). Yields the product BrC1=CC=C(C=C1)/C=C/C(=O)OC(C)(C)C (trans t-butyl 3-(4-bromophenyl)acrylate), BrC1=CC=C(C=C1)[C@H]1[C@@H](C1)C(=O)OC(C)(C)C (trans t-butyl 2-(4-bromophenyl)cyclopropane carboxylate). Yield: 97.5%. RXN SMILES: [H-].[Na+].C(OP([CH2:11][C:12]([O:14][C:15]([CH3:18])([CH3:17])[CH3:16])=[O:13])(OCC)=O)C.[Br:19][C:20]1[CH:27]=[CH:26][C:23]([CH:24]=O)=[CH:22][CH:21]=1.[NH4+].[Cl-].[CH2:30]1COCC1>CC(OC)(C)C>[Br:19][C:20]1[CH:27]=[CH:26][C:23](/[CH:24]=[CH:11]/[C:12]([O:14][C:15]([CH3:16])([CH3:17])[CH3:18])=[O:13])=[CH:22][CH:21]=1.[Br:19][C:20]1[CH:27]=[CH:26][C:23]([C@@H:24]2[CH2:30][C@H:11]2[C:12]([O:14][C:15]([CH3:16])([CH3:17])[CH3:18])=[O:13])=[CH:22][CH:21]=1 |f:0.1,4.5|. Reported procedure: The trans t-butyl 3-(4-bromophenyl)acrylate was prepared as follows: A flame dried three-neck flask equipped with a thermometer, an addition funnel and a N2 inlet was charged with NaH (3.96 g, 99.1 mmol, 1.1 eq.) and anhydrous THF (120 mL). With moderate stirring under N2, a solution of t-butyl diethylphosphonoacetate (23.2 mL, 99.1 mmol, 1.1 eq.) dissolved in anhydrous THF (20 mL) was charged dropwise via addition funnel over a period of 30 min. The resulting mixture changed from a slurry to a ... The reactants are BrC1=CC=NC=C1 (4-bromo-pyridine), [H-].[Na+] (sodium hydride), C(CCC)=O (butyraldehyde), Cl (hydrochloric acid), secondary alcohol, ClC(CCC)C1=CC=NC=C1 (4-(1-chlorobutyl)-pyridine), alcohol, S(=O)(Cl)Cl (thionyl chloride), ClC(CCC)C1=CC=NC=C1 (4-(1-chlorobutyl)pyridine), 4-lithium-pyridine, [Li] (lithium), N1C=NC=C1 (imidazole). Run in CN(C=O)C (dimethylformamide), CN(C=O)C (dimethylformamide). Run at time 10 minute. The product is N1(C=NC=C1)C(CCC)C1=CC=NC=C1 (4-[1-(1-imidazolyl)-butyl]-pyridine). Reaction SMILES: BrC1C=CN=CC=1.[Li].C(=O)CCC.S(Cl)(Cl)=O.Cl[CH:19]([C:23]1[CH:28]=[CH:27][N:26]=[CH:25][CH:24]=1)[CH2:20][CH2:21][CH3:22].[NH:29]1[CH:33]=[CH:32][N:31]=[CH:30]1.[H-].[Na+].Cl>CN(C)C=O>[N:29]1([CH:19]([C:23]2[CH:28]=[CH:27][N:26]=[CH:25][CH:24]=2)[CH2:20][CH2:21][CH3:22])[CH:33]=[CH:32][N:31]=[CH:30]1 |f:6.7,^1:7|. Procedure details: The initial material, 4-(1-chlorobutyl)-pyridine, necessary for this reaction is obtained by the following reaction sequence. Commercial 4-bromo-pyridine is converted, by halometal exchange, into the corresponding 4-lithium-pyridine compound. This lithium compound is converted, with butyraldehyde, into the corresponding secondary alcohol. The alcohol is then converted by reaction with thionyl chloride into 4-(1-chlorobutyl)pyridine. 0.68 g of imidazole is dissolved in 5 ml of dimethylformamide, ...